From a dataset of the Open Reaction Database (ORD), a public repository of structured organic reaction records. describe an organic reaction: reactants, conditions, products, and yield Starting materials: CC(=O)N(CCCI)c1ccc(-c2cc(=O)c3c(N)c(F)cc(F)c3o2)cc1F, O=C([O-])[O-], CNC, CN(C)C=O, Cl, [K+], [K+], O. Product: CC(=O)N(CCCN(C)C)c1ccc(-c2cc(=O)c3c(N)c(F)cc(F)c3o2)cc1F. RXN SMILES: [C:1]([CH3:2])(=[O:3])[N:4]([CH2:5][CH2:6][CH2:7][I:8])[c:9]1[c:10]([F:29])[cH:11][c:12](-[c:15]2[o:16][c:17]3[c:18]([c:19](=[O:21])[cH:20]2)[c:22]([NH2:28])[c:23]([F:27])[cH:24][c:25]3[F:26])[cH:13][cH:14]1.[C:34](=[O:35])([O-:36])[O-:37].[CH3:31][NH:32][CH3:33].[CH3:41][N:42]([CH3:43])[CH:44]=[O:45].[ClH:30].[K+:38].[K+:39].[OH2:40]>>[C:1]([CH3:2])(=[O:3])[N:4]([CH2:5][CH2:6][CH2:7][N:32]([CH3:31])[CH3:33])[c:9]1[c:10]([F:29])[cH:11][c:12](-[c:15]2[o:16][c:17]3[c:18]([c:19](=[O:21])[cH:20]2)[c:22]([NH2:28])[c:23]([F:27])[cH:24][c:25]3[F:26])[cH:13][cH:14]1. Starting materials: CC1(C(C1C=C(Br)Br)C(=O)Cl)C (2,2-dimethyl-3-(2',2'-dibromovinyl)-cyclopropanecarboxylic acid chloride), N1=CC=CC=C1 (pyridine), O(C1=CC=CC=C1)C=1C=C(C(C=C)O)C=CC1 (3-phenoxy-α-vinyl-benzyl alcohol). Run in CCOCC (ether). Product: O(C1=CC=CC=C1)C=1C=C(C(C=C)OC(=O)C2C(C2C=C(Br)Br)(C)C)C=CC1 (2,2-Dimethyl-3-(2',2'-dibromovinyl)-cyclopropanecarboxylic acid 3-phenoxy-α-vinyl-benzyl ester). RXN SMILES: [CH3:1][C:2]1([CH3:12])[CH:4]([CH:5]=[C:6]([Br:8])[Br:7])[CH:3]1[C:9](Cl)=[O:10].N1C=CC=CC=1.[O:19]([C:26]1[CH:27]=[C:28]([CH:33]=[CH:34][CH:35]=1)[CH:29]([OH:32])[CH:30]=[CH2:31])[C:20]1[CH:25]=[CH:24][CH:23]=[CH:22][CH:21]=1>CCOCC>[O:19]([C:26]1[CH:27]=[C:28]([CH:33]=[CH:34][CH:35]=1)[CH:29]([O:32][C:9]([CH:3]1[CH:4]([CH:5]=[C:6]([Br:7])[Br:8])[C:2]1([CH3:12])[CH3:1])=[O:10])[CH:30]=[CH2:31])[C:20]1[CH:21]=[CH:22][CH:23]=[CH:24][CH:25]=1. Procedure: 15.8 g (0.05 mole) of 2,2-dimethyl-3-(2',2'-dibromovinyl)-cyclopropanecarboxylic acid chloride are added dropwise, whilst stirring, to 5.1 g (0.05 mole) of pyridine, 100 ml of absolute ether and 11.4 g (0.05 mole) of 3-phenoxy-α-vinyl-benzyl alcohol at 0°-5° C. The reactants are [BH3-]C#N, CO, NCC(O)c1ccc(Cl)cc1, [Na+], COC(=O)Cc1ccc(OCC(C)=O)cc1, c1ccccc1. Yields the product COC(=O)Cc1ccc(OCC(C)NCC(O)c2ccc(Cl)cc2)cc1. Reaction SMILES: [C:34]([BH3-:35])#[N:36].[CH3:38][OH:39].[NH2:1][CH2:2][CH:3]([OH:4])[c:5]1[cH:6][cH:7][c:8]([Cl:11])[cH:9][cH:10]1.[Na+:37].[O:12]=[C:13]([CH2:14][O:15][c:16]1[cH:17][cH:18][c:19]([CH2:22][C:23](=[O:24])[O:25][CH3:26])[cH:20][cH:21]1)[CH3:27].[cH:28]1[cH:29][cH:30][cH:31][cH:32][cH:33]1>>[NH:1]([CH2:2][CH:3]([OH:4])[c:5]1[cH:6][cH:7][c:8]([Cl:11])[cH:9][cH:10]1)[CH:13]([CH2:14][O:15][c:16]1[cH:17][cH:18][c:19]([CH2:22][C:23](=[O:24])[O:25][CH3:26])[cH:20][cH:21]1)[CH3:27]. Reactants: NC(CC1=CC=C(C=C1)CC(=O)OCC)C (ethyl 4-(2-aminopropyl)-phenylacetate), C(CCC)OC1=C(C(=O)Cl)C=CC=C1 (o-butoxybenzoyl chloride). Yields the product C(CCC)OC1=C(C(=O)NC(CC2=CC=C(C=C2)CC(=O)OCC)C)C=CC=C1 (ethyl 4-[2-(2-butoxybenzamido)-propyl]-phenylacetate), C(CCC)OC1=C(C(=O)NC(CC2=CC=C(C=C2)CC(=O)O)C)C=CC=C1 (4-[2-(2-butoxybenzamido)-propyl]-phenylacetic acid). RXN SMILES: [NH2:1][CH:2]([CH3:16])[CH2:3][C:4]1[CH:9]=[CH:8][C:7]([CH2:10][C:11]([O:13][CH2:14][CH3:15])=[O:12])=[CH:6][CH:5]=1.[CH2:17]([O:21][C:22]1[CH:30]=[CH:29][CH:28]=[CH:27][C:23]=1[C:24](Cl)=[O:25])[CH2:18][CH2:19][CH3:20]>>[CH2:17]([O:21][C:22]1[CH:30]=[CH:29][CH:28]=[CH:27][C:23]=1[C:24]([NH:1][CH:2]([CH3:16])[CH2:3][C:4]1[CH:9]=[CH:8][C:7]([CH2:10][C:11]([O:13][CH2:14][CH3:15])=[O:12])=[CH:6][CH:5]=1)=[O:25])[CH2:18][CH2:19][CH3:20].[CH2:17]([O:21][C:22]1[CH:30]=[CH:29][CH:28]=[CH:27][C:23]=1[C:24]([NH:1][CH:2]([CH3:16])[CH2:3][C:4]1[CH:5]=[CH:6][C:7]([CH2:10][C:11]([OH:13])=[O:12])=[CH:8][CH:9]=1)=[O:25])[CH2:18][CH2:19][CH3:20]. Reported procedure: In an analogous manner, by the reaction of ethyl 4-(2-aminopropyl)-phenylacetate with o-butoxybenzoyl chloride, there is obtained, via ethyl 4-[2-(2-butoxybenzamido)-propyl]-phenylacetate (oil), 4-[2-(2-butoxybenzamido)-propyl]-phenylacetic acid; m.p. 91°-92° C., after recrystallization from isopropanol/water.